Task: describe an organic reaction: reactants, conditions, products, and yield. Dataset: the Open Reaction Database (ORD), a public repository of structured organic reaction records Reaction SMILES: CON(C)[C:4]([CH:6]1[O:11][CH2:10][CH2:9][N:8]([C:12]([O:14][C:15]([CH3:18])([CH3:17])[CH3:16])=[O:13])[CH2:7]1)=[O:5].[CH3:20][Mg+].[Br-].O>C1COCC1>[C:4]([CH:6]1[O:11][CH2:10][CH2:9][N:8]([C:12]([O:14][C:15]([CH3:16])([CH3:17])[CH3:18])=[O:13])[CH2:7]1)(=[O:5])[CH3:20] |f:1.2|. Reactants: CON(C(=O)C1CN(CCO1)C(=O)OC(C)(C)C)C (tert-butyl 2-(methoxy(methyl)carbamoyl)morpholine-4-carboxylate), C[Mg+].[Br-] (CH3MgBr), O (Water). Product: C(C)(=O)C1CN(CCO1)C(=O)OC(C)(C)C (tert-butyl 2-acetylmorpholine-4-carboxylate). Reported procedure: To a solution of tert-butyl 2-(methoxy(methyl)carbamoyl)morpholine-4-carboxylate (11 g, 4.0 mmol) in THF (40 mL) was added CH3MgBr (4 mL, 12 mmol) at −78° C. The mixture was stirred at −78° C. for 3 hr. Water (20 mL) was added and the mixture was extracted by ethyl acetate (80 mL*3). The organic layer was washed with brine and dried over sodium sulfate. The crude product was concentrated and purified by column chromatography on silica gel (eluted: petroleum ether/ethyl acetate=10/1) to give tert... Conditions: temperature -78 celsius, time 3 hour. Solvent: C1CCOC1 (THF). Isolated yield 872.3%. Reactants: [OH-].[Li+] (lithium hydroxide), C(C)O (ethanol), Cl.COC([C@@H](N)CC1=CC=CC=C1)=O ((L)-phenylalanine methyl ester hydrochloride), methyl ester, CC=1C=C(C(=O)N([C@H](CC2=CC=CC=C2)C(=O)O)C)C=C(C1)C (N-(3,5-dimethylbenzoyl)-N-methyl-(D)-phenylalanine), methylester. The solvent is CO.O (methanol water). The product is CC=1C=C(C(=O)N([C@H](CC2=CC=CC=C2)C(=O)N[C@@H](CC2=CC=CC=C2)C(=O)O)C)C=C(C1)C (N-(3,5-dimethylbenzoyl)-N-methyl-(D)-phenylalanyl-(L)-phenylalanine). RXN SMILES: [CH3:1][C:2]1[CH:3]=[C:4]([CH:20]=[C:21]([CH3:23])[CH:22]=1)[C:5]([N:7]([CH3:19])[C@@H:8]([C:16](O)=[O:17])[CH2:9][C:10]1[CH:15]=[CH:14][CH:13]=[CH:12][CH:11]=1)=[O:6].[OH-].[Li+].C(O)C.Cl.C[O:31][C:32](=[O:42])[C@H:33]([CH2:35][C:36]1[CH:41]=[CH:40][CH:39]=[CH:38][CH:37]=1)[NH2:34]>CO.O>[CH3:1][C:2]1[CH:3]=[C:4]([CH:20]=[C:21]([CH3:23])[CH:22]=1)[C:5]([N:7]([CH3:19])[C@@H:8]([C:16]([NH:34][C@H:33]([C:32]([OH:31])=[O:42])[CH2:35][C:36]1[CH:41]=[CH:40][CH:39]=[CH:38][CH:37]=1)=[O:17])[CH2:9][C:10]1[CH:15]=[CH:14][CH:13]=[CH:12][CH:11]=1)=[O:6] |f:1.2,4.5,6.7|. Reported procedure: Coupling of N-(3,5-dimethylbenzoyl)-N-methyl-(D)-phenylalanine (derived from the corresponding methylester described in example 78 by hydrolysis with lithium hydroxide in methanol/water: [a]D =+88° (c=1.0, ethanol)) with (L)-phenylalanine methyl ester hydrochloride according to example 1 followed by hydrolysis of the methyl ester moiety according to example 12 gives N-(3,5-dimethylbenzoyl)-N-methyl-(D)-phenylalanyl-(L)-phenylalanine; FAB-MS m/e 457 (M-H)-. Reactants: CO, Cl, CN(C(=O)C(CO)NC(=O)OC(C)(C)C)C1CCCc2ccccc21. The product is Cl, CN(C(=O)C(N)CO)C1CCCc2ccccc21. Reaction SMILES: [CH3:27][OH:28].[ClH:26].[OH:1][CH2:2][CH:3]([C:4](=[O:5])[N:6]([CH:7]1[CH2:8][CH2:9][CH2:10][c:11]2[cH:12][cH:13][cH:14][cH:15][c:16]21)[CH3:17])[NH:18][C:19](=[O:20])[O:21][C:22]([CH3:23])([CH3:24])[CH3:25]>>[ClH:26].[OH:1][CH2:2][CH:3]([C:4](=[O:5])[N:6]([CH:7]1[CH2:8][CH2:9][CH2:10][c:11]2[cH:12][cH:13][cH:14][cH:15][c:16]21)[CH3:17])[NH2:18]. The reactants are CO, COC(=O)C(C)(SC)c1cccc(Oc2ccccc2)c1, [Na+], [OH-], O. The product is CSC(C)(C(=O)O)c1cccc(Oc2ccccc2)c1. As a reaction SMILES: [CH3:1][OH:2].[CH3:3][S:4][C:5]([C:6](=[O:7])[O:8][CH3:9])([CH3:10])[c:11]1[cH:12][c:13]([O:17][c:18]2[cH:19][cH:20][cH:21][cH:22][cH:23]2)[cH:14][cH:15][cH:16]1.[Na+:25].[OH-:24].[OH2:26]>>[CH3:3][S:4][C:5]([C:6](=[O:7])[OH:8])([CH3:10])[c:11]1[cH:12][c:13]([O:17][c:18]2[cH:19][cH:20][cH:21][cH:22][cH:23]2)[cH:14][cH:15][cH:16]1. Starting materials: OC=1C(=C(C2=C(SC(O2)C)C1C)C)C (5-Hydroxy-2,4,6,7-tetramethyl-1,3-benzoxathiole), C(C1=CC=CC=C1)(=O)Cl (benzoyl chloride). Run in N1=CC=CC=C1 (pyridine). The product is C(C1=CC=CC=C1)(=O)OC=1C(=C(C2=C(SC(O2)C)C1C)C)C (5-Benzoyloxy-2,4,6,7-tetramethyl-1,3-benzoxathiole). Yield: 67.1%. Reaction SMILES: [OH:1][C:2]1[C:3]([CH3:14])=[C:4]([CH3:13])[C:5]2[O:9][CH:8]([CH3:10])[S:7][C:6]=2[C:11]=1[CH3:12].[C:15](Cl)(=[O:22])[C:16]1[CH:21]=[CH:20][CH:19]=[CH:18][CH:17]=1>N1C=CC=CC=1>[C:15]([O:1][C:2]1[C:3]([CH3:14])=[C:4]([CH3:13])[C:5]2[O:9][CH:8]([CH3:10])[S:7][C:6]=2[C:11]=1[CH3:12])(=[O:22])[C:16]1[CH:21]=[CH:20][CH:19]=[CH:18][CH:17]=1. Reported procedure: A mixture of 2.0 g of 5-hydroxy-2,4,6,7-tetramethyl-1,3-benzoxathiole (prepared as described in Example 40), 1.2 g of benzoyl chloride and 5 ml of pyridine was reacted for 24 hours at room temperature, and was then subjected to the same subsequent treatment and purification as described in Example 4, to give 1.8 g of the title compound, melting at 100°-102° C. Starting materials: CC(=O)OC(C)=O, CN(C)c1ccncc1, ClCCl, CCc1ccc(Cc2cc3c(cc2Cl)COC32OC(CN)C(O)C(O)C2O)cc1, c1ccncc1. As a reaction SMILES: [CH3:36][C:37](=[O:38])[O:39][C:40](=[O:41])[CH3:42].[CH3:46][N:47]([CH3:48])[c:49]1[cH:50][cH:51][n:52][cH:53][cH:54]1.[Cl:43][CH2:44][Cl:45].[NH2:1][CH2:2][CH:3]1[CH:4]([OH:29])[CH:5]([OH:28])[CH:6]([OH:27])[C:7]2([O:8][CH2:9][c:10]3[cH:11][c:12]([Cl:25])[c:13]([CH2:16][c:17]4[cH:18][cH:19][c:20]([CH2:23][CH3:24])[cH:21][cH:22]4)[cH:14][c:15]32)[O:26]1.[cH:30]1[cH:31][cH:32][n:33][cH:34][cH:35]1>>[NH:1]([CH2:2][CH:3]1[CH:4]([OH:29])[CH:5]([OH:28])[CH:6]([OH:27])[C:7]2([O:8][CH2:9][c:10]3[cH:11][c:12]([Cl:25])[c:13]([CH2:16][c:17]4[cH:18][cH:19][c:20]([CH2:23][CH3:24])[cH:21][cH:22]4)[cH:14][c:15]32)[O:26]1)[C:37]([CH3:36])=[O:38]. The product is CCc1ccc(Cc2cc3c(cc2Cl)COC32OC(CNC(C)=O)C(O)C(O)C2O)cc1. Starting materials: O=C([O-])[O-], COc1ccc2cccc(CCN)c2c1, ClC(Cl)Cl, Cl, Cl, [K+], [K+], O, O=C(Cl)Cc1c[nH]cn1. The product is COc1ccc2cccc(CCNC(=O)Cc3c[nH]cn3)c2c1. As a reaction SMILES: [C:17](=[O:18])([O-:19])[O-:20].[CH3:2][O:3][c:4]1[cH:5][cH:6][c:7]2[cH:8][cH:9][cH:10][c:11]([CH2:14][CH2:15][NH2:16])[c:12]2[cH:13]1.[CH:34]([Cl:35])([Cl:36])[Cl:37].[ClH:1].[ClH:23].[K+:21].[K+:22].[OH2:33].[nH:24]1[cH:25][n:26][c:27]([CH2:29][C:30](=[O:31])[Cl:32])[cH:28]1>>[CH3:2][O:3][c:4]1[cH:5][cH:6][c:7]2[cH:8][cH:9][cH:10][c:11]([CH2:14][CH2:15][NH:16][C:30]([CH2:29][c:27]3[n:26][cH:25][nH:24][cH:28]3)=[O:31])[c:12]2[cH:13]1.